This data is from the Open Reaction Database (ORD), a public repository of structured organic reaction records. The task is: describe an organic reaction: reactants, conditions, products, and yield Reactants: O (water), N1=CC=C(C=C1)O (Pyridin-4-ol), FC1=CC=C(C=C1)[N+](=O)[O-] (1-Fluoro-4-nitro-benzene), C(=O)([O-])[O-].[Cs+].[Cs+] (Cs2CO3). Run in CN(C)C=O (DMF). Reaction conditions: time 2 hour. The product is [N+](=O)([O-])C1=CC=C(C=C1)N1C=CC(C=C1)=O (1-(4-Nitro-phenyl)-1H-pyridin-4-one). RXN SMILES: [N:1]1[CH:6]=[CH:5][C:4]([OH:7])=[CH:3][CH:2]=1.F[C:9]1[CH:14]=[CH:13][C:12]([N+:15]([O-:17])=[O:16])=[CH:11][CH:10]=1.C([O-])([O-])=O.[Cs+].[Cs+].O>CN(C=O)C>[N+:15]([C:12]1[CH:13]=[CH:14][C:9]([N:1]2[CH:6]=[CH:5][C:4](=[O:7])[CH:3]=[CH:2]2)=[CH:10][CH:11]=1)([O-:17])=[O:16] |f:2.3.4|. Reported procedure: A mixture of 10.1 g Pyridin-4-ol and 10 g 1-Fluoro-4-nitro-benzene and 46.1 g Cs2CO3 in 30 mL DMF was stirred at RT for 2 h. This solution was poured on to 300 mL of water and the resulting precipitate was collected by filtration to yield a bright yellow crystalline product, which was dried under reduced pressure. Yield: 11.2 g. The reactants are O1[C@H]2[C@@H]1C[C@@H]1CC[C@H]3[C@@H]4CC=C(C(C)=O)[C@]4(CC[C@@H]3[C@]1(C2)C)C (2α,3α-Epoxy-5α-pregn-16-en-20-one), O (water), C(Cl)(Cl)Cl (chloroform), Cl (hydrochloric acid). Solvent: C(Cl)Cl (methylene chloride). Conditions: time 20 minute. Yields the product Cl[C@@H]1[C@H](C[C@@H]2CC[C@H]3[C@@H]4CC=C(C(C)=O)[C@]4(CC[C@@H]3[C@]2(C1)C)C)O (2β-Chloro-3α-hydroxy-5α-pregn-16-en-20-one). Reaction SMILES: [O:1]1[C@H:3]2[CH2:4][C@H:5]3[C@:20]([CH3:22])([CH2:21][C@@H:2]12)[C@@H:19]1[C@H:8]([C@H:9]2[C@:16]([CH3:23])([CH2:17][CH2:18]1)[C:12]([C:13](=[O:15])[CH3:14])=[CH:11][CH2:10]2)[CH2:7][CH2:6]3.Cl.O.C(Cl)(Cl)[Cl:27]>C(Cl)Cl>[Cl:27][C@H:2]1[CH2:21][C@@:20]2([CH3:22])[C@@H:5]([CH2:6][CH2:7][C@@H:8]3[C@@H:19]2[CH2:18][CH2:17][C@@:16]2([CH3:23])[C@H:9]3[CH2:10][CH:11]=[C:12]2[C:13](=[O:15])[CH3:14])[CH2:4][C@@H:3]1[OH:1]. Reported procedure: 2α,3α-Epoxy-5α-pregn-16-en-20-one (500 mg.) was dissolved in methylene chloride (15 ml.) and concentrated hydrochloric acid (12 ml.) was added. The mixture was shaken for 20 minutes, and then poured into water (100 ml.) and chloroform (100 ml.). The organic layer was separated, washed well with water, dried over sodium sulphate and evaporated to an oil. Recrystallisation from ethyl acetate gave title compound (447 mg.) as colourless crystals, m.p. 246°-252° , [α]D (c, 1.10)+ 65.8° , λmax. (EtOH)...